This data is from the Open Reaction Database (ORD), a public repository of structured organic reaction records. The task is: describe an organic reaction: reactants, conditions, products, and yield Reactants: ClCCl, CCOC(=O)COc1ccc2c(c1)OC1(CCCCC1)CC2=O, O=S(=O)(Cl)Cl. Yields the product CCOC(=O)COc1cc2c(cc1Cl)C(=O)CC1(CCCCC1)O2. RXN SMILES: [Cl:29][CH2:30][Cl:31].[O:1]=[C:2]1[CH2:3][C:4]2([O:5][c:6]3[c:7]1[cH:8][cH:9][c:10]([O:12][CH2:13][C:14](=[O:15])[O:16][CH2:17][CH3:18])[cH:11]3)[CH2:19][CH2:20][CH2:21][CH2:22][CH2:23]2.[S:24]([Cl:25])(=[O:26])([Cl:27])=[O:28]>>[O:1]=[C:2]1[CH2:3][C:4]2([O:5][c:6]3[c:7]1[cH:8][c:9]([Cl:27])[c:10]([O:12][CH2:13][C:14](=[O:15])[O:16][CH2:17][CH3:18])[cH:11]3)[CH2:19][CH2:20][CH2:21][CH2:22][CH2:23]2. Reported procedure: A solution of (R)-3-(3-fluorophenoxy)-3-phenylpropyl chloride (0.971 g, 3.96 mmol), conc. NH4OH (30 mL), and EtOH (20 mL) were shaken at 90° C. on a Parr apparatus (50–90 psig) for 18 h. The mixture was then evaporated under vacuum and the residue was dissolved in Et2O (100 mL) and washed with H2O (2×25 mL). The organic layer was dried (anh. Na2SO4), filtered, and evaporated under vacuum to provide a yellow oil. This material was then dissolved in EtOAc (50 mL) and filtered. A solution of 30 mal... Reaction SMILES: [F:1][C:2]1[CH:3]=[C:4]([CH:16]=[CH:17][CH:18]=1)[O:5][C@@H:6]([C:10]1[CH:15]=[CH:14][CH:13]=[CH:12][CH:11]=1)[CH2:7][CH2:8]Cl.[NH4+:19].[OH-].CCO.C(O)(=O)/C=C\C(O)=O>CCOC(C)=O.C(#N)C>[F:1][C:2]1[CH:3]=[C:4]([CH:16]=[CH:17][CH:18]=1)[O:5][C@@H:6]([C:10]1[CH:15]=[CH:14][CH:13]=[CH:12][CH:11]=1)[CH2:7][CH2:8][NH2:19] |f:1.2|. The product is FC=1C=C(O[C@H](CCN)C2=CC=CC=C2)C=CC1 ((R)-3-(3-Fluorophenoxy)-3-phenylpropylamine). Solvent: CCOC(=O)C (EtOAc), CCOC(=O)C (EtOAc), C(C)#N (Acetonitrile). The reactants are FC=1C=C(O[C@H](CCCl)C2=CC=CC=C2)C=CC1 ((R)-3-(3-fluorophenoxy)-3-phenylpropyl chloride), [NH4+].[OH-] (NH4OH), CCO (EtOH), C(\C=C/C(=O)O)(=O)O (maleic acid).